This data is from the Open Reaction Database (ORD), a public repository of structured organic reaction records. The task is: describe an organic reaction: reactants, conditions, products, and yield The reactants are C(C)OC(CNC1=NC=CC=C1)OCC (2-pyridylaminoacetaldehyde diethyl acetal), C(C)(=O)OC(C)=O (acetic anhydride), Example 5 ( a ). Solvent: N1=CC=CC=C1 (pyridine). Run at temperature 80 celsius, time 4 hour. Product: C(C)OC(CN(C1=NC=CC=C1)C(C)=O)OCC (N-acetyl-N-(2-pyridyl)aminoacetaldehyde diethyl acetal). RXN SMILES: [CH2:1]([O:3][CH:4]([O:13][CH2:14][CH3:15])[CH2:5][NH:6][C:7]1[CH:12]=[CH:11][CH:10]=[CH:9][N:8]=1)[CH3:2].[C:16](OC(=O)C)(=[O:18])[CH3:17]>N1C=CC=CC=1>[CH2:1]([O:3][CH:4]([O:13][CH2:14][CH3:15])[CH2:5][N:6]([C:16](=[O:18])[CH3:17])[C:7]1[CH:12]=[CH:11][CH:10]=[CH:9][N:8]=1)[CH3:2]. Reported procedure: A solution of 2-pyridylaminoacetaldehyde diethyl acetal (8.0 g.) in a mixture of acetic anhydride (30 ml.) and pyridine (30 ml.) was stirred for 4 hours at 80° C and allowed to stand for 12 hours at ambient temperature. The reaction mixture was post-treated according to a similar manner to that of Example 5 (a) (2) to give oil of N-acetyl-N-(2-pyridyl)aminoacetaldehyde diethyl acetal (6 g.). Run in C1CCOC1 (THF), C(C)(C)OC(C)C (diisopropyl ether). Reported procedure: To a mixture of 6,7-dihydro-5H-pyrano[2,3-d]thiazol-7-ol (0.65 g, 4.14 mmol), acetone cyanohydrin (880 mg, 10.3 mmol) and (n-Bu)3P (1.67 g, 8.27 mmol) in THF (79 mL) was added at 0° C. 1,1′-(azodicarbonyl)dipiperidine (2.09 g, 8.27 mmol). The mixture was stirred at 0° C. for 30 min, then, it was allowed to warm to RT and was stirred for 2 h. Subsequently, the reaction mixture was diluted with diisopropyl ether, filtrated and the filtrate was conc. in vacuo. Purification by means of CC (5-70% EtO... Product: S1C=NC2=C1C(CCO2)C#N (6,7-Dihydro-5H-pyrano[2,3-d]thiazole-7-carbonitrile). Reaction conditions: temperature 0 celsius, time 30 minute. Reactants: N(=NC(=O)N1CCCCC1)C(=O)N1CCCCC1 (1,1′-(azodicarbonyl)dipiperidine), S1C=NC2=C1C(CCO2)O (6,7-dihydro-5H-pyrano[2,3-d]thiazol-7-ol), CC(C#N)(O)C (acetone cyanohydrin), P(CCCC)(CCCC)CCCC ((n-Bu)3P). As a reaction SMILES: [S:1]1[C:5]2[CH:6](O)[CH2:7][CH2:8][O:9][C:4]=2[N:3]=[CH:2]1.CC(C)(O)[C:13]#[N:14].P(CCCC)(CCCC)CCCC.N(C(N1CCCCC1)=O)=NC(N1CCCCC1)=O>C1COCC1.C(OC(C)C)(C)C>[S:1]1[C:5]2[CH:6]([C:13]#[N:14])[CH2:7][CH2:8][O:9][C:4]=2[N:3]=[CH:2]1. Procedure: To a solution of hydroxylamine (38.5 g, 0.55 mol) in methanol (300 ml) was added a solution of 28% sodium methylate in methanol (165 ml, 0.83 mol). To the mixture was added, while stirring under ice-cooling, a solution of ethyl 7-cyano-7,7-diphenylheptanoate (18.7 g, 0.055 mol) in methanol (50 ml). The mixture was stirred for 1.5 hour. After completion of the reaction, pH of the reaction mixture was made acidic with 1N HCl. The reaction mixture was subjected to extraction with ethyl acetate. The... The solvent is CO (methanol), CO (methanol), CO (methanol). The yield is 85.7%. Product: C(#N)C(CCCCCC(=O)NO)(C1=CC=CC=C1)C1=CC=CC=C1 (7-Cyano-7,7-diphenylheptanohydroxamic acid). Starting materials: NO (hydroxylamine), C[O-].[Na+] (sodium methylate), Cl (HCl), C(#N)C(CCCCCC(=O)OCC)(C1=CC=CC=C1)C1=CC=CC=C1 (ethyl 7-cyano-7,7-diphenylheptanoate). Reaction SMILES: [NH2:1][OH:2].C[O-].[Na+].[C:6]([C:8]([C:25]1[CH:30]=[CH:29][CH:28]=[CH:27][CH:26]=1)([C:19]1[CH:24]=[CH:23][CH:22]=[CH:21][CH:20]=1)[CH2:9][CH2:10][CH2:11][CH2:12][CH2:13][C:14]([O:16]CC)=O)#[N:7].Cl>CO>[C:6]([C:8]([C:19]1[CH:24]=[CH:23][CH:22]=[CH:21][CH:20]=1)([C:25]1[CH:30]=[CH:29][CH:28]=[CH:27][CH:26]=1)[CH2:9][CH2:10][CH2:11][CH2:12][CH2:13][C:14]([NH:1][OH:2])=[O:16])#[N:7] |f:1.2|. Procedure: In a 100 mL round bottom flask was charged N-ethyl-2-methyl-2-(4-nitrophenyl)propan-1-amine (1.50 g, 6.75 mmol), anhydrous acetonitrile (22 mL), ethyl iodide (1.16 mL, 7.43 mmol), and potassium carbonate (1.87 g, 13.5 mmol). The reaction was brought to reflux for 4 h. The reaction mixture was filtered and concentrated in vacuo. The residue was diluted with water and ethyl acetate and layers were separated. The organic layer was washed with once each with water, and then with brine, dried over so... Product: C(C)N(CC(C)(C1=CC=C(C=C1)[N+](=O)[O-])C)CC (N,N-diethyl-2-methyl-2-(4-nitrophenyl)propan-1-amine). Starting materials: C(C)NCC(C)(C1=CC=C(C=C1)[N+](=O)[O-])C (N-ethyl-2-methyl-2-(4-nitrophenyl)propan-1-amine), C(C)I (ethyl iodide), C([O-])([O-])=O.[K+].[K+] (potassium carbonate). RXN SMILES: [CH2:1]([NH:3][CH2:4][C:5]([CH3:16])([C:7]1[CH:12]=[CH:11][C:10]([N+:13]([O-:15])=[O:14])=[CH:9][CH:8]=1)[CH3:6])[CH3:2].[CH2:17](I)[CH3:18].C(=O)([O-])[O-].[K+].[K+]>C(#N)C>[CH2:1]([N:3]([CH2:17][CH3:18])[CH2:4][C:5]([CH3:6])([C:7]1[CH:12]=[CH:11][C:10]([N+:13]([O-:15])=[O:14])=[CH:9][CH:8]=1)[CH3:16])[CH3:2] |f:2.3.4|. Isolated yield 85.8%. Run in C(C)#N (acetonitrile). As a reaction SMILES: [C:1]([CH3:2])([CH3:3])([CH3:4])[O:5][C:6](=[O:7])[N:8]1[CH2:9][CH:10]([c:12]2[cH:13][c:14]3[c:15]([n:16][cH:17]2)[nH:18][cH:19][cH:20]3)[CH2:11]1.[F:21][CH:22]([O:23][c:24]1[cH:25][c:26]([S:30](=[O:31])(=[O:32])[Cl:33])[cH:27][cH:28][cH:29]1)[F:34]>>[C:1]([CH3:2])([CH3:3])([CH3:4])[O:5][C:6](=[O:7])[N:8]1[CH2:9][CH:10]([c:12]2[cH:13][c:14]3[c:15]([n:16][cH:17]2)[n:18]([S:30]([c:26]2[cH:25][c:24]([O:23][CH:22]([F:21])[F:34])[cH:29][cH:28][cH:27]2)(=[O:31])=[O:32])[cH:19][cH:20]3)[CH2:11]1. The reactants are CC(C)(C)OC(=O)N1CC(c2cnc3[nH]ccc3c2)C1, O=S(=O)(Cl)c1cccc(OC(F)F)c1. The product is CC(C)(C)OC(=O)N1CC(c2cnc3c(ccn3S(=O)(=O)c3cccc(OC(F)F)c3)c2)C1. Starting materials: C1CCOC1, Cc1onc(-c2ccccc2)c1CO, CCOC(=O)N=NC(=O)OCC, Oc1ccc(C(F)(F)F)cn1, c1ccc(P(c2ccccc2)c2ccccc2)cc1. Yields the product Cc1onc(-c2ccccc2)c1COc1ccc(C(F)(F)F)cn1. As a reaction SMILES: [CH2:57]1[O:58][CH2:59][CH2:60][CH2:61]1.[CH3:1][c:2]1[c:3]([CH2:13][OH:14])[c:4](-[c:7]2[cH:8][cH:9][cH:10][cH:11][cH:12]2)[n:5][o:6]1.[O:45]=[C:46]([O:47][CH2:48][CH3:49])[N:50]=[N:51][C:52]([O:53][CH2:54][CH3:55])=[O:56].[OH:15][c:16]1[n:17][cH:18][c:19]([C:22]([F:23])([F:24])[F:25])[cH:20][cH:21]1.[c:26]1([P:27]([c:28]2[cH:29][cH:30][cH:31][cH:32][cH:33]2)[c:34]2[cH:35][cH:36][cH:37][cH:38][cH:39]2)[cH:40][cH:41][cH:42][cH:43][cH:44]1>>[CH3:1][c:2]1[c:3]([CH2:13][O:14][c:16]2[n:17][cH:18][c:19]([C:22]([F:23])([F:24])[F:25])[cH:20][cH:21]2)[c:4](-[c:7]2[cH:8][cH:9][cH:10][cH:11][cH:12]2)[n:5][o:6]1. Starting materials: CO, COC(=O)c1cc(Br)cc([N+](=O)[O-])c1, Cl[Sn]Cl. The product is COC(=O)c1cc(N)cc(Br)c1. As a reaction SMILES: [CH3:18][OH:19].[CH3:1][O:2][C:3]([c:4]1[cH:5][c:6]([Br:13])[cH:7][c:8]([N+:10]([O-:11])=[O:12])[cH:9]1)=[O:14].[Sn:15]([Cl:16])[Cl:17]>>[CH3:1][O:2][C:3]([c:4]1[cH:5][c:6]([Br:13])[cH:7][c:8]([NH2:10])[cH:9]1)=[O:14].